Dataset: the Open Reaction Database (ORD), a public repository of structured organic reaction records. Task: describe an organic reaction: reactants, conditions, products, and yield Reactants: O=C(c1ccc(Br)c(F)c1)N1CCOCC1, C1CCOC1, c1ccc([SiH2]c2ccccc2)cc1. Product: Fc1cc(CN2CCOCC2)ccc1Br. Reaction SMILES: [Br:1][c:2]1[c:3]([F:16])[cH:4][c:5]([C:8](=[O:9])[N:10]2[CH2:11][CH2:12][O:13][CH2:14][CH2:15]2)[cH:6][cH:7]1.[CH2:30]1[O:31][CH2:32][CH2:33][CH2:34]1.[c:17]1([SiH2:18][c:19]2[cH:20][cH:21][cH:22][cH:23][cH:24]2)[cH:25][cH:26][cH:27][cH:28][cH:29]1>>[Br:1][c:2]1[c:3]([F:16])[cH:4][c:5]([CH2:8][N:10]2[CH2:11][CH2:12][O:13][CH2:14][CH2:15]2)[cH:6][cH:7]1.